Dataset: the Open Reaction Database (ORD), a public repository of structured organic reaction records. Task: describe an organic reaction: reactants, conditions, products, and yield The reactants are CNC(N)=O, CN(C)C=O, CCOC(C)=O, Cc1nnnn1-c1ccc(C(CC2CCCC2)C(=O)O)cc1C(F)(F)F, O=C(Cl)C(=O)Cl, Cl, Fc1ccccc1, c1ccncc1. Yields the product CNC(=O)NC(=O)C(CC1CCCC1)c1ccc(-n2nnnc2C)c(C(F)(F)F)c1. As a reaction SMILES: [CH3:33][NH:34][C:35](=[O:36])[NH2:37].[CH3:52][N:53]([CH3:54])[CH:55]=[O:56].[CH3:57][CH2:58][O:59][C:60](=[O:61])[CH3:62].[CH:1]1([CH2:6][CH:7]([C:8](=[O:9])[OH:10])[c:11]2[cH:12][c:13]([C:23]([F:24])([F:25])[F:26])[c:14](-[n:17]3[n:18][n:19][n:20][c:21]3[CH3:22])[cH:15][cH:16]2)[CH2:2][CH2:3][CH2:4][CH2:5]1.[Cl:27][C:28]([C:29]([Cl:30])=[O:31])=[O:32].[ClH:44].[F:45][c:46]1[cH:47][cH:48][cH:49][cH:50][cH:51]1.[cH:38]1[cH:39][cH:40][n:41][cH:42][cH:43]1>>[CH:1]1([CH2:6][CH:7]([C:8](=[O:10])[NH:37][C:35]([NH:34][CH3:33])=[O:36])[c:11]2[cH:12][c:13]([C:23]([F:24])([F:25])[F:26])[c:14](-[n:17]3[n:18][n:19][n:20][c:21]3[CH3:22])[cH:15][cH:16]2)[CH2:2][CH2:3][CH2:4][CH2:5]1. Reactants: C1(=CC=CC=C1)[C@@H]1N=C(N([C@@H]1C1=CC=CC=C1)C(=O)OC(C)(C)C)SC (cis-4,5-Diphenyl-2-methylthio-4,5-dihydro-imidazole-1-carboxylic acid, tert-butyl ester), C1(CCCCC1)CN (cyclohexanemethylamine). Solvent: CO (MeOH). Run at temperature 100 celsius. Product: C(C)(C)(C)OC(=O)N1C(=N[C@H]([C@H]1C1=CC=CC=C1)C1=CC=CC=C1)NCC1CCCCC1 (2-(Cyclohexylmethylamino)-cis-4,5-diphenyl-4,5-dihydro-imidazole-1-carboxylic acid tert-butyl ester). The yield is 39.0%. RXN SMILES: [C:1]1([C@H:7]2[C@@H:11]([C:12]3[CH:17]=[CH:16][CH:15]=[CH:14][CH:13]=3)[N:10]([C:18]([O:20][C:21]([CH3:24])([CH3:23])[CH3:22])=[O:19])[C:9](SC)=[N:8]2)[CH:6]=[CH:5][CH:4]=[CH:3][CH:2]=1.[CH:27]1([CH2:33][NH2:34])[CH2:32][CH2:31][CH2:30][CH2:29][CH2:28]1>CO>[C:21]([O:20][C:18]([N:10]1[C@H:11]([C:12]2[CH:17]=[CH:16][CH:15]=[CH:14][CH:13]=2)[C@H:7]([C:1]2[CH:6]=[CH:5][CH:4]=[CH:3][CH:2]=2)[N:8]=[C:9]1[NH:34][CH2:33][CH:27]1[CH2:32][CH2:31][CH2:30][CH2:29][CH2:28]1)=[O:19])([CH3:24])([CH3:23])[CH3:22]. Procedure: A mixture of intermediate 59 (0.5 g, 1.36 mmol), cyclohexanemethylamine (0.53 mL, 6.1 mmol) and MeOH (0.11 mL) is heated at 100° C. for 48 h. The reaction mixture is cooled to RT and purified by chromatography on silica gel; gradient elution with heptane:EtOAc (70:30-50:50) gives 0.23 g of the product 79. 1H NMR (CDCl3) δ 7.80-7.35 (m, 2 H), 7.18 9s, 1 H), 7.10-6.90 (m, 6 H), 6.90-6.70 (m, 2 H), 5.45-5.30 (m, 2 H), 3.45-3.15 (m, 2 H), 2.00-1.50 (m, 5 H), 1.45-0.95 (m, 15H); MS: m/z 434 (M++1). Reactants: II (iodine), BrCC(=O)OCC (ethyl bromoacetate), BrC1=CC=C(C=C1)[C@H](C)N(C(OC(C)(C)C)=O)CCC(=O)C1=CC=C(C=C1)F ((S)-tert-butyl 1-(4-bromophenyl)ethyl(3-(4-fluorophenyl)-3-oxopropyl)carbamate). Reagents/catalysts: [Zn] (zinc). Run in C1CCOC1 (THF). Product: BrC1=CC=C(C=C1)[C@H](C)N(CCC(CC(=O)OCC)(O)C1=CC=C(C=C1)F)C(=O)OC(C)(C)C (ethyl 5-(((S)-1-(4-bromophenyl)ethyl)(tert-butoxycarbonyl)amino)-3-(4-fluorophenyl)-3-hydroxypentanoate). The yield is 30.8%. As a reaction SMILES: [Br:1][C:2]1[CH:7]=[CH:6][C:5]([C@@H:8]([N:10]([CH2:18][CH2:19][C:20]([C:22]2[CH:27]=[CH:26][C:25]([F:28])=[CH:24][CH:23]=2)=[O:21])[C:11](=[O:17])[O:12][C:13]([CH3:16])([CH3:15])[CH3:14])[CH3:9])=[CH:4][CH:3]=1.II.Br[CH2:32][C:33]([O:35][CH2:36][CH3:37])=[O:34]>C1COCC1.[Zn]>[Br:1][C:2]1[CH:3]=[CH:4][C:5]([C@@H:8]([N:10]([C:11]([O:12][C:13]([CH3:15])([CH3:14])[CH3:16])=[O:17])[CH2:18][CH2:19][C:20]([C:22]2[CH:23]=[CH:24][C:25]([F:28])=[CH:26][CH:27]=2)([OH:21])[CH2:32][C:33]([O:35][CH2:36][CH3:37])=[O:34])[CH3:9])=[CH:6][CH:7]=1. Reported procedure: To a stirred suspension of (S)-tert-butyl 1-(4-bromophenyl)ethyl(3-(4-fluorophenyl)-3-oxopropyl)carbamate (13 g, 28.9 mmol) and zinc powder (9.4 g, 0.144 mol) in THF (200 mL) at rt was added iodine (4.40 g, 0.173 mol) and ethyl bromoacetate (9.7 g, 57.7 mmol). The mixture was heated at reflux for 2 h, and quenched by addition of water. The mixture was filtered through a celite pad, the filtrate was extracted with EtOAc. The organic phase was concentrated to give the crude product, which was puri... Starting materials: C(=O)([O-])[O-].[Na+].[Na+] (Na2CO3), FC(S(=O)(=O)OC=1CCN(CC1)C(=O)OC(C)(C)C)(F)F (tert-butyl 4-{[(trifluoromethyl)sulfonyl]oxy}-1,2,3,6-tetrahydro-1-pyridine-carboxylate), C(C)(=O)NC=1C=C(C=CC1)B(O)O (3-acetamidophenylboronic acid), tetrakis-triphenylphosphine palladium (0). Run in C(OC)COC (dimethoxy ethane). Yields the product C(C)(=O)NC=1C=C(C=CC1)C=1CCN(CC1)C(=O)OC(C)(C)C (tert-butyl 4-[3-(acetylamino)phenyl]-3,6-dihydro-1(2H)-pyridine carboxylate). Reaction SMILES: C([O-])([O-])=O.[Na+].[Na+].FC(F)(F)S(O[C:13]1[CH2:14][CH2:15][N:16]([C:19]([O:21][C:22]([CH3:25])([CH3:24])[CH3:23])=[O:20])[CH2:17][CH:18]=1)(=O)=O.[C:28]([NH:31][C:32]1[CH:33]=[C:34](B(O)O)[CH:35]=[CH:36][CH:37]=1)(=[O:30])[CH3:29]>C(COC)OC>[C:28]([NH:31][C:32]1[CH:37]=[C:36]([C:13]2[CH2:14][CH2:15][N:16]([C:19]([O:21][C:22]([CH3:25])([CH3:24])[CH3:23])=[O:20])[CH2:17][CH:18]=2)[CH:35]=[CH:34][CH:33]=1)(=[O:30])[CH3:29] |f:0.1.2|. Procedure details: The reaction of saturated of aqueous Na2CO3 solution (25 mL), tert-butyl 4-{[(trifluoromethyl)sulfonyl]oxy}-1,2,3,6-tetrahydro-1-pyridine-carboxylate (20 mmol), 3-acetamidophenylboronic acid (30 mmol) and tetrakis-triphenylphosphine palladium (0) (1.15 g) in dimethoxy ethane (40 mL) at reflux temperature overnight gave tert-butyl 4-[3-(acetylamino)phenyl]-3,6-dihydro-1(2H)-pyridine carboxylate. Deprotection of the BOC group using HCl in dioxane followed by basification (pH 11–12) gave the desire... Reaction SMILES: [CH2:31]1[CH2:32][O:33][CH2:34][CH2:35][NH:36]1.[Cl:1][c:2]1[cH:3][c:4]2[c:5]([s:6][c:7]([S:10](=[O:11])(=[O:12])[N:13]3[CH2:14][CH2:15][N:16]([c:19]4[n:20][cH:21][cH:22][cH:23][c:24]4[C:25]([F:26])([F:27])[F:28])[CH2:17][CH2:18]3)[c:8]2[CH3:9])[cH:29][cH:30]1.[O:39]=[C:40]([CH:41]=[CH:42][c:43]1[cH:44][cH:45][cH:46][cH:47][cH:48]1)[CH:49]=[CH:50][c:51]1[cH:52][cH:53][cH:54][cH:55][cH:56]1.[O:57]=[C:58]([CH:59]=[CH:60][c:61]1[cH:62][cH:63][cH:64][cH:65][cH:66]1)[CH:67]=[CH:68][c:69]1[cH:70][cH:71][cH:72][cH:73][cH:74]1.[O:75]=[C:76]([CH:77]=[CH:78][c:79]1[cH:80][cH:81][cH:82][cH:83][cH:84]1)[CH:85]=[CH:86][c:87]1[cH:88][cH:89][cH:90][cH:91][cH:92]1.[Pd:37].[Pd:38]>>[c:2]1([N:36]2[CH2:31][CH2:32][O:33][CH2:34][CH2:35]2)[cH:3][c:4]2[c:5]([s:6][c:7]([S:10](=[O:11])(=[O:12])[N:13]3[CH2:14][CH2:15][N:16]([c:19]4[n:20][cH:21][cH:22][cH:23][c:24]4[C:25]([F:26])([F:27])[F:28])[CH2:17][CH2:18]3)[c:8]2[CH3:9])[cH:29][cH:30]1. Product: Cc1c(S(=O)(=O)N2CCN(c3ncccc3C(F)(F)F)CC2)sc2ccc(N3CCOCC3)cc12. The reactants are C1COCCN1, Cc1c(S(=O)(=O)N2CCN(c3ncccc3C(F)(F)F)CC2)sc2ccc(Cl)cc12, O=C(C=Cc1ccccc1)C=Cc1ccccc1, O=C(C=Cc1ccccc1)C=Cc1ccccc1, O=C(C=Cc1ccccc1)C=Cc1ccccc1, [Pd], [Pd]. The product is COC(=O)c1cnccc1NC(=O)OC(C)(C)C. As a reaction SMILES: [C:1](=[O:2])([O:3][C:4]([CH3:5])([CH3:6])[CH3:7])[NH:8][c:9]1[c:10]([C:15](=[O:16])[OH:17])[cH:11][n:12][cH:13][cH:14]1.[CH3:18][Si:19]([CH:20]=[N+:21]=[N-:22])([CH3:23])[CH3:24].[CH3:25][C:26](=[O:27])[OH:28].[CH3:29][OH:30]>>[C:1](=[O:2])([O:3][C:4]([CH3:5])([CH3:6])[CH3:7])[NH:8][c:9]1[c:10]([C:15](=[O:16])[O:17][CH3:18])[cH:11][n:12][cH:13][cH:14]1. Starting materials: CC(C)(C)OC(=O)Nc1ccncc1C(=O)O, C[Si](C)(C)C=[N+]=[N-], CC(=O)O, CO. Reactants: Cl.O1CCOCC1 (HCl dioxane), O[C@H](CCNC(OC(C)(C)C)=O)C1=CC(=CC=C1)OCC1=NC(=CC=C1)C ((R)-tert-butyl (3-hydroxy-3-(3-((6-methylpyridin-2-yl)methoxy)phenyl)propyl)carbamate). The solvent is CO (MeOH). Reaction conditions: time 2 hour. The product is NCC[C@@H](O)C1=CC(=CC=C1)OCC1=NC(=CC=C1)C ((R)-3-Amino-1-(3-((6-methylpyridin-2-yl)methoxy)phenyl)propan-1-ol). RXN SMILES: Cl.O1CCOCC1.[OH:8][C@@H:9]([C:20]1[CH:25]=[CH:24][CH:23]=[C:22]([O:26][CH2:27][C:28]2[CH:33]=[CH:32][CH:31]=[C:30]([CH3:34])[N:29]=2)[CH:21]=1)[CH2:10][CH2:11][NH:12]C(=O)OC(C)(C)C>CO>[NH2:12][CH2:11][CH2:10][C@H:9]([C:20]1[CH:25]=[CH:24][CH:23]=[C:22]([O:26][CH2:27][C:28]2[CH:33]=[CH:32][CH:31]=[C:30]([CH3:34])[N:29]=2)[CH:21]=1)[OH:8] |f:0.1|. Reported procedure: HCl/dioxane (4M, 2 mL) was added at 0° C. to a solution of (R)-tert-butyl (3-hydroxy-3-(3-((6-methylpyridin-2-yl)methoxy)phenyl)propyl)carbamate (200 mg, 0.54 mmol) in MeOH (3 mL) and the reaction mixture was stirred at room temperature for 2 h. The reaction mixture was concentrated under reduced pressure to give after purification by triturating in diethyl ether Example 12 hydrochloride as a white solid. Yield (0.15 g, 52%); 1H NMR (400 MHz, DMSO-d6) δ 7.92 (bs, 1H), 7.74 (bs, 3H), 7.47 (bs, 1H... Reactants: CC(CC(=O)OCC)(C(C=C(Br)Br)Br)C (ethyl 3,3-dimethyl-4,6,6tribromo-5-hexenoate), ice water. The solvent is C1=CC=CC=C1 (benzene), C1=CC=CC=C1 (benzene), sodium t-butylate. Conditions: time 1 hour. Yields the product CC1(C(C1C=C(Br)Br)C(=O)OCC)C (ethyl 2,2-dimethyl-3-(2',2'-dibromovinyl)-cyclopropane-carboxylate). The yield is 98.0%. RXN SMILES: [CH3:1][C:2]([CH3:15])([CH:9](Br)[CH:10]=[C:11]([Br:13])[Br:12])[CH2:3][C:4]([O:6][CH2:7][CH3:8])=[O:5]>C1C=CC=CC=1>[CH3:1][C:2]1([CH3:15])[CH:9]([CH:10]=[C:11]([Br:13])[Br:12])[CH:3]1[C:4]([O:6][CH2:7][CH3:8])=[O:5]. Reported procedure: 4.1 Parts of the so obtained ethyl 3,3-dimethyl-4,6,6tribromo-5-hexenoate was dissolved in 35 parts of dry benzene, and 1.9 parts of sodium t-butylate was added to the solution and the mixture was agitated for 1 hour under reflux of benzene. The liquid reaction mixture was poured into ice water and extracted with diethyl ether, and ether and benzene were distilled from the organic layer. The residue was subjected to distillation under reduced pressure to obtain 3.2 parts of ethyl 2,2-dimethyl-3-...